This data is from the Open Reaction Database (ORD), a public repository of structured organic reaction records. The task is: describe an organic reaction: reactants, conditions, products, and yield Starting materials: C1=C(C(=CC2=CC=CC=C12)C=O)C=O (2,3-naphthalenedicarboxaldehyde), OC1=CC=C(C2=CC=CC=C12)O (1,4-dihydroxynaphthalene). Run at temperature 120 celsius. The product is C1=CC=CC=2C(C3=CC4=CC5=CC=CC=C5C=C4C=C3C(C12)=O)=O (5,14-Pentacenequinone). RXN SMILES: [CH:1]1[C:10]2[C:5](=[CH:6][CH:7]=[CH:8][CH:9]=2)[CH:4]=[C:3]([CH:11]=[O:12])[C:2]=1[CH:13]=[O:14].O[C:16]1[C:25]2[C:20](=CC=CC=2)[C:19](O)=[CH:18][CH:17]=1>>[CH:16]1[C:25]2[C:13](=[O:14])[C:2]3[C:3](=[CH:4][C:5]4[C:10]([CH:1]=3)=[CH:9][C:8]3[C:7](=[CH:10][CH:1]=[CH:2][CH:3]=3)[CH:6]=4)[C:11](=[O:12])[C:20]=2[CH:19]=[CH:18][CH:17]=1. Procedure: To a flame-dried flask was added 2,3-naphthalenedicarboxaldehyde (1 molar equivalent (0.29 g, 1.57 mmol)) and 1,4-dihydroxynaphthalene (1 molar equivalent (0.25 g, 1.57 mmol)) these reagents were flushed with nitrogen for 15 minutes before anhydrous pyridine (5 ml) was added. The resulting solution was stirred at 120° C. with stirring for 24 hours. On cooling, the solid product was filtered off and washed successively with methanol (10 ml), 10% copper sulphate solution (10 ml), water (10 ml) and... The reactants are C[N+]1([O-])CCOCC1, CCC(O)C(C)(C)C1CCOC(C)(C)O1, ClCCl. The product is CCC(=O)C(C)(C)C1CCOC(C)(C)O1. Reaction SMILES: [CH3:16][N+:17]1([O-:18])[CH2:19][CH2:20][O:21][CH2:22][CH2:23]1.[CH3:1][C:2]1([CH3:15])[O:3][CH2:4][CH2:5][CH:6]([C:8]([CH3:9])([CH:10]([CH2:11][CH3:12])[OH:13])[CH3:14])[O:7]1.[Cl:24][CH2:25][Cl:26]>>[CH3:1][C:2]1([CH3:15])[O:3][CH2:4][CH2:5][CH:6]([C:8]([CH3:9])([C:10]([CH2:11][CH3:12])=[O:13])[CH3:14])[O:7]1. Reactants: CC(=O)O, CC(=O)[O-], CC(C)=O, COC(=O)CC#N, [NH4+], O, c1ccccc1. The product is COC(=O)C(C#N)=C(C)C. Reaction SMILES: [CH3:12][C:13](=[O:14])[OH:15].[CH3:17][C:18](=[O:19])[O-:20].[CH3:1][C:2]([CH3:3])=[O:4].[CH3:5][O:6][C:7](=[O:8])[CH2:9][C:10]#[N:11].[NH4+:16].[OH2:27].[cH:21]1[cH:22][cH:23][cH:24][cH:25][cH:26]1>>[CH3:1][C:2]([CH3:3])=[C:9]([C:7]([O:6][CH3:5])=[O:8])[C:10]#[N:11]. The reactants are C(\C=C\C(=O)O)(=O)O (fumaric acid), N (ammonia). Product: N[C@@H](CC(=O)O)C(=O)O (L-aspartic acid). As a reaction SMILES: [C:1]([OH:8])(=[O:7])/[CH:2]=[CH:3]/[C:4]([OH:6])=[O:5].[NH3:9]>>[NH2:9][C@H:2]([C:1]([OH:8])=[O:7])[CH2:3][C:4]([OH:6])=[O:5]. Procedure: The cultures of H-9183 strain as obtained in Example 1 were suitably diluted, to which was added fumaric acid to the concentration of 100 g/liter. Then, ammonia was added thereto to adjust the pH at 8.7. The reaction was carried out at 30° C. with gently stirring. Reactants: CC(C)(C)c1cc(F)c2c(=O)n(-c3cccc(Cl)c3CO)ncc2c1, CN1CCN(c2ccc(Nc3cc(B4OC(C)(C)C(C)(C)O4)cn(C)c3=O)nc2)CC1, CC(C)O, [K+], [K+], O=C([O-])[O-]. The product is CN1CCN(c2ccc(Nc3cc(-c4cccc(-n5ncc6cc(C(C)(C)C)cc(F)c6c5=O)c4CO)cn(C)c3=O)nc2)CC1. Reaction SMILES: [C:1]([CH3:2])([CH3:3])([CH3:4])[c:5]1[cH:6][c:7]2[cH:8][n:9][n:10](-[c:17]3[c:18]([CH2:24][OH:25])[c:19]([Cl:23])[cH:20][cH:21][cH:22]3)[c:11](=[O:16])[c:12]2[c:13]([F:15])[cH:14]1.[CH3:26][n:27]1[c:28](=[O:56])[c:29]([NH:42][c:43]2[n:44][cH:45][c:46]([N:49]3[CH2:50][CH2:51][N:52]([CH3:55])[CH2:53][CH2:54]3)[cH:47][cH:48]2)[cH:30][c:31]([B:33]2[O:34][C:35]([CH3:36])([CH3:37])[C:38]([CH3:39])([CH3:40])[O:41]2)[cH:32]1.[CH:63]([OH:64])([CH3:65])[CH3:66].[K+:57].[K+:58].[O-:59][C:60]([O-:61])=[O:62]>>[C:1]([CH3:2])([CH3:3])([CH3:4])[c:5]1[cH:6][c:7]2[cH:8][n:9][n:10](-[c:17]3[c:18]([CH2:24][OH:25])[c:19](-[c:31]4[cH:30][c:29]([NH:42][c:43]5[n:44][cH:45][c:46]([N:49]6[CH2:50][CH2:51][N:52]([CH3:55])[CH2:53][CH2:54]6)[cH:47][cH:48]5)[c:28](=[O:56])[n:27]([CH3:26])[cH:32]4)[cH:20][cH:21][cH:22]3)[c:11](=[O:16])[c:12]2[c:13]([F:15])[cH:14]1.